describe an organic reaction: reactants, conditions, products, and yield From a dataset of the Open Reaction Database (ORD), a public repository of structured organic reaction records. RXN SMILES: [CH3:1][O-:2].[CH3:26][OH:27].[NH2:4][c:5]1[s:6][c:7]2[c:8]([n:9]1)[cH:10][c:11]([NH:14][C:15](=[S:16])[NH:17][C:18](=[O:19])[c:20]1[cH:21][cH:22][cH:23][cH:24][cH:25]1)[cH:12][cH:13]2.[Na+:3]>>[NH2:4][c:5]1[s:6][c:7]2[c:8]([n:9]1)[cH:10][c:11]([NH:14][C:15](=[S:16])[NH2:17])[cH:12][cH:13]2. Yields the product NC(=S)Nc1ccc2sc(N)nc2c1. Reactants: C[O-], CO, Nc1nc2cc(NC(=S)NC(=O)c3ccccc3)ccc2s1, [Na+].